Task: describe an organic reaction: reactants, conditions, products, and yield. Dataset: the Open Reaction Database (ORD), a public repository of structured organic reaction records The reactants are [Cl-], COC(=O)C(C(=O)OC)C(c1c(OC)cc(OC)cc1OC)C(C(=O)OC)[N+](=O)[O-], C1CCOC1. The product is COC(=O)C1NC(=O)C(C(=O)OC)C1c1c(OC)cc(OC)cc1OC. As a reaction SMILES: [Cl-:31].[N+:1]([CH:4]([CH:5]([CH:6]([C:7]([O:2][CH3:3])=[O:8])[C:11](=[O:12])[O:13][CH3:14])[c:15]1[c:16]([O:25][CH3:26])[cH:17][c:18]([O:23][CH3:24])[cH:19][c:20]1[O:21][CH3:22])[C:27](=[O:28])[O:29][CH3:30])([O-:9])=[O:10].[O:32]1[CH2:33][CH2:34][CH2:35][CH2:36]1>>[NH:1]1[CH:4]([C:27](=[O:28])[O:29][CH3:30])[CH:5]([c:15]2[c:16]([O:25][CH3:26])[cH:17][c:18]([O:23][CH3:24])[cH:19][c:20]2[O:21][CH3:22])[CH:6]([C:11](=[O:12])[O:13][CH3:14])[C:7]1=[O:8]. Reaction SMILES: [Cl:1][C:2]1[CH:9]=[CH:8][CH:7]=[CH:6][C:3]=1[CH:4]=[O:5].[OH:10][S:11](O)(=[O:13])=[O:12].O=S(=O)=O>>[Cl:1][C:2]1[CH:9]=[CH:8][C:7]([S:11]([OH:13])(=[O:12])=[O:10])=[CH:6][C:3]=1[CH:4]=[O:5] |f:1.2|. Starting materials: ClC1=C(C=O)C=CC=C1 (2-chlorobenzaldehyde), OS(=O)(=O)O.O=S(=O)=O (oleum), OS(=O)(=O)O.O=S(=O)=O (oleum). Procedure: 2-chlorobenzaldehyde 500 g (3.35 moles) was added to 23% oleum 1050 g (1.35 moles), and the contents were cooled to 0 to 5° C. The reaction mixture was stirred for 2.5 hours between 0-15° C. To this stirred solution, 660 g of 65% oleum (2.41 moles) was added over a period of 2.5 hours, maintaining the temperature below 15° C. The reaction mass was stirred and allowed to come to a temperature of 25-30° C. Run at temperature 2.5 celsius, time 2.5 hour. Yields the product ClC1=C(C=C(C=C1)S(=O)(=O)O)C=O (2-Chloro-1-formylbenzene-5-sulphonic acid). The reactants are CC=1C=NC=2CCCCC2C1 (3-methyl-5,6,7,8-tetrahydroquinoline), C(CCC)[Li] (n-butyl-lithium), Cl (HCl), [Si](N=C=S)(N=C=S)(N=C=S)N=C=S (silicon tetraisothiocyanate). Solvent: C1=CC=CC=C1 (benzene), O (water), C1=CC=CC=C1 (benzene). Reaction conditions: time 0.5 hour. Yields the product CC=1C=NC=2C(CCCC2C1)C(N)=S (3-methyl-5,6,7,8-tetrahydroquinoline-8-thiocarboxamide). Yield: 19.4%. Reaction SMILES: [CH3:1][C:2]1[CH:3]=[N:4][C:5]2[CH2:6][CH2:7][CH2:8][CH2:9][C:10]=2[CH:11]=1.C([Li])CCC.[Si](N=C=S)(N=C=S)(N=C=S)[N:18]=[C:19]=[S:20].Cl>C1C=CC=CC=1.O>[CH3:1][C:2]1[CH:3]=[N:4][C:5]2[CH:6]([C:19](=[S:20])[NH2:18])[CH2:7][CH2:8][CH2:9][C:10]=2[CH:11]=1. Procedure details: A solution of 3-methyl-5,6,7,8-tetrahydroquinoline (1.43 g, 0.01 mole) in benzene (20 ml) was treated with n-butyl-lithium (15% w/w, 4.5 ml, 0.01 mole) and the solution was allowed to stand at room temperature for 0.5 h. The solution was then treated with a suspension of silicon tetraisothiocyanate (1.3 g, 0.005 mole) in benzene (5 ml) at 0° C. After 10 min., water (50 ml) was added and the mixture was stirred for 0.5 h at room temperature and then acidified with conc. HCl. The aqueous layer was... The reactants are [N+](=O)([O-])C1=CC=C(NCC(CO)O)C=C1 (3-(4-nitroanilino)-1,2-propanediol), ClC1=C(C=C(C=C1)S(=O)(=O)C(F)(F)F)[N+](=O)[O-] (1-chloro-2-nitro-4-trifluoromethanesulfonyl-benzene), C([O-])([O-])=O.[K+].[K+] (potasium carbonate). Solvent: C(C)#N (acetonitrile), C(Cl)(Cl)Cl.C(C)(C)O (chloroform isopropanol). Product: [N+](=O)([O-])C1=C(OC(CNC2=CC=C(C=C2)[N+](=O)[O-])COC2=C(C=C(C=C2)S(=O)(=O)C(F)(F)F)[N+](=O)[O-])C=CC(=C1)S(=O)(=O)C(F)(F)F ([2,3-Bis-(2-nitro-4-trifluoromethanesulfonyl-phenoxy)-propyl]-(4-nitro-phenyl)-amine), (di-arylated) and 1-(4-nitro-phenylamino)-3-(2-nitro-4-trifluoromethanesulfonyl-phenoxy)-propan-2-ol. RXN SMILES: [N+:1]([C:4]1[CH:15]=[CH:14][C:7]([NH:8][CH2:9][CH:10]([OH:13])[CH2:11]O)=[CH:6][CH:5]=1)([O-:3])=[O:2].Cl[C:17]1[CH:22]=[CH:21][C:20]([S:23]([C:26]([F:29])([F:28])[F:27])(=[O:25])=[O:24])=[CH:19][C:18]=1[N+:30]([O-:32])=[O:31].[C:33](=[O:36])([O-])[O-].[K+].[K+]>C(#N)C.C(Cl)(Cl)Cl.C(O)(C)C>[N+:30]([C:18]1[CH:19]=[C:20]([S:23]([C:26]([F:29])([F:28])[F:27])(=[O:25])=[O:24])[CH:21]=[CH:22][C:17]=1[O:13][CH:10]([CH2:11][O:36][C:33]1[CH:22]=[CH:21][C:20]([S:23]([C:26]([F:29])([F:27])[F:28])(=[O:24])=[O:25])=[CH:19][C:18]=1[N+:30]([O-:32])=[O:31])[CH2:9][NH:8][C:7]1[CH:14]=[CH:15][C:4]([N+:1]([O-:3])=[O:2])=[CH:5][CH:6]=1)([O-:32])=[O:31] |f:2.3.4,6.7|. Procedure details: A mixture of 3-(4-nitroanilino)-1,2-propanediol (71 mg, 0.33 mmol), 1-chloro-2-nitro-4-trifluoromethanesulfonyl-benzene (135 mg, 0.47 mmol) and potasium carbonate (190 mg, 1.33 mmol) in acetonitrile (2 mL) was heated to reflux for 2 days. The reaction was diluted with chloroform/isopropanol mixture, washed with brine, dried, concentrated and column chromatographed to give the title compound (di-arylated) and 1-(4-nitro-phenylamino)-3-(2-nitro-4-trifluoromethanesulfonyl-phenoxy)-propan-2-ol (mono... Reactants: CCCCCC1CCCCC1. The reagents and catalysts are N=1C=CC=C2C=CC=3C=CC(=NC3C12)C, O1B(OC(C)(C)C1(C)C)B2OC(C)(C)C(O2)(C)C, C[OH2+].C[OH2+].C1CC=CCCC=C1.C1CC=CCCC=C1.[Ir].[Ir]. Solvent: C1CCCCCCC1. Conditions: temperature 100 celsius, time 20 hour. Product: O1B(OC(C)(C)C1(C)C)CCCCCC2CCCCC2. The yield is 63.0%.